Dataset: the Open Reaction Database (ORD), a public repository of structured organic reaction records. Task: describe an organic reaction: reactants, conditions, products, and yield The reactants are Nc1nc2nc(SCc3ccccc3)nc(Cl)c2s1, CNC(CO)CC(C)C, CN1CCCC1=O, CCN(C(C)C)C(C)C. The product is CC(C)CC(CO)N(C)c1nc(SCc2ccccc2)nc2nc(N)sc12. RXN SMILES: [CH2:1]([c:2]1[cH:3][cH:4][cH:5][cH:6][cH:7]1)[S:8][c:9]1[n:10][c:11]([Cl:19])[c:12]2[c:13]([n:14]1)[n:15][c:16]([NH2:18])[s:17]2.[CH3:29][NH:30][CH:31]([CH2:32][CH:33]([CH3:34])[CH3:35])[CH2:36][OH:37].[CH3:38][N:39]1[CH2:40][CH2:41][CH2:42][C:43]1=[O:44].[CH:20]([N:21]([CH2:22][CH3:23])[CH:24]([CH3:25])[CH3:26])([CH3:27])[CH3:28]>>[CH2:1]([c:2]1[cH:3][cH:4][cH:5][cH:6][cH:7]1)[S:8][c:9]1[n:10][c:11]([N:30]([CH3:29])[CH:31]([CH2:32][CH:33]([CH3:34])[CH3:35])[CH2:36][OH:37])[c:12]2[c:13]([n:14]1)[n:15][c:16]([NH2:18])[s:17]2. Starting materials: CN(C(OCC1=CC=CC=C1)=O)CC1=CC(=CC=C1)[N+](=O)[O-] (benzyl methyl(3-nitrobenzyl)carbamate), CCO (EtOH), O (water). Reagents/catalysts: [Fe] (Fe). The solvent is CC(=O)O (AcOH). Product: NC=1C=C(CN(C(OCC2=CC=CC=C2)=O)C)C=CC1 (benzyl 3-aminobenzyl(methyl)carbamate). The yield is 95.7%. As a reaction SMILES: [CH3:1][N:2]([CH2:13][C:14]1[CH:19]=[CH:18][CH:17]=[C:16]([N+:20]([O-])=O)[CH:15]=1)[C:3](=[O:12])[O:4][CH2:5][C:6]1[CH:11]=[CH:10][CH:9]=[CH:8][CH:7]=1.CCO.O>[Fe].CC(O)=O>[NH2:20][C:16]1[CH:15]=[C:14]([CH:19]=[CH:18][CH:17]=1)[CH2:13][N:2]([CH3:1])[C:3](=[O:12])[O:4][CH2:5][C:6]1[CH:11]=[CH:10][CH:9]=[CH:8][CH:7]=1. Procedure details: To a refluxing solution of 60A (1.7 g, 5.8 mmol), EtOH (60 mL), water (15 mL) and AcOH (4 mL) was added portion-wise Fe powder (1.63 g, 29.0 mmol) over 30 min. The mixture was heated for 45 min. before cooling to ambient temperature and filtered through celite. Filtrate concentrated in vacuo to afford 60B (1.5 g, 95%) as an oil. 1H NMR (400 MHz, CDCl3) δ ppm 1.25-1.41 (m, J=4.39 Hz, 3 H) 2.27 (s, 3 H) 2.61 (s, 2 H) 2.92 (s, 2 H) 4.22 (s, 2 H) 4.64 (s, 1 H) 6.84-7.56 (m, 12 H) Starting materials: N=1C(=CN2N=CC=CC21)C=2C=C(C#N)C=C(C2)OCCOC (3-(imidazo[1,2-b]pyridazin-2-yl)-5-(2-methoxyethoxy)benzonitrile), O.N (ammonia hydrate). The reagents and catalysts are [Ni] (Ni). Solvent: CO (MeOH), C1CCOC1 (THF). Reaction conditions: time 4 hour. Product: N=1C(=CN2N=CC=CC21)C=2C=C(C=C(C2)OCCOC)CN ((3-(imidazo[1,2-b]pyridazin-2-yl)-5-(2-methoxyethoxy)phenyl)methanamine). The yield is 70.2%. RXN SMILES: [N:1]1[C:2]([C:10]2[CH:11]=[C:12]([CH:15]=[C:16]([O:18][CH2:19][CH2:20][O:21][CH3:22])[CH:17]=2)[C:13]#[N:14])=[CH:3][N:4]2[C:9]=1[CH:8]=[CH:7][CH:6]=[N:5]2.O.N>CO.C1COCC1.[Ni]>[N:1]1[C:2]([C:10]2[CH:11]=[C:12]([CH2:13][NH2:14])[CH:15]=[C:16]([O:18][CH2:19][CH2:20][O:21][CH3:22])[CH:17]=2)=[CH:3][N:4]2[C:9]=1[CH:8]=[CH:7][CH:6]=[N:5]2 |f:1.2|. Reported procedure: 3-(imidazo[1,2-b]pyridazin-2-yl)-5-(2-methoxyethoxy)benzonitrile (6 mmol) in 40 ml MeOH and 30 ml THF was added Raney-Ni (0.6mmol) and 1 ml ammonia hydrate solution and stirred at room temperature for 4 h. Raney-Ni was removed and the filtrate was concentrated to yield (3-(imidazo[1,2-b]pyridazin-2-yl)-5-(2-methoxyethoxy)phenyl)methanamine (70.2%).